From a dataset of the Open Reaction Database (ORD), a public repository of structured organic reaction records. describe an organic reaction: reactants, conditions, products, and yield Yields the product Cl.Cl.CC=1SC(=C(N1)C)C=1C(NC(N(N1)CCCN1C[C@]2(C[C@H]2C1)C1=CC=C(C=C1)C(F)(F)F)=O)=O (6-(2,4-dimethyl-1,3-thiazol-5-yl)-2-(3-{(1S,5R)-1-[4-(trifluoromethyl)phenyl]-3-azabicyclo[3.1.0]hex-3-yl}propyl)-1,2,4-triazine-3,5(2H,4H)-dione dihydrochloride salt). As a reaction SMILES: [CH3:1][C:2]1[S:3][C:4]([C:8]2[C:9](=[O:34])[NH:10][C:11](=[O:33])[N:12]([CH2:14][CH2:15][CH2:16][N:17]3[CH2:22][C@H:21]4[C@:19]([C:23]5[CH:28]=[CH:27][C:26]([C:29]([F:32])([F:31])[F:30])=[CH:25][CH:24]=5)([CH2:20]4)[CH2:18]3)[N:13]=2)=[C:5]([CH3:7])[N:6]=1.[ClH:35].CO>C(Cl)Cl>[ClH:35].[ClH:35].[CH3:1][C:2]1[S:3][C:4]([C:8]2[C:9](=[O:34])[NH:10][C:11](=[O:33])[N:12]([CH2:14][CH2:15][CH2:16][N:17]3[CH2:22][C@H:21]4[C@:19]([C:23]5[CH:28]=[CH:27][C:26]([C:29]([F:30])([F:32])[F:31])=[CH:25][CH:24]=5)([CH2:20]4)[CH2:18]3)[N:13]=2)=[C:5]([CH3:7])[N:6]=1 |f:4.5.6|. Solvent: C(Cl)Cl (DCM). Starting materials: Cl (HCl), CO (MeOH), CC=1SC(=C(N1)C)C=1C(NC(N(N1)CCCN1C[C@]2(C[C@H]2C1)C1=CC=C(C=C1)C(F)(F)F)=O)=O (6-(2,4-dimethyl-1,3-thiazol-5-yl)-2-(3-{(1S,5R)-1-[4-(trifluoromethyl)phenyl]-3-azabicyclo[3.1.0]hex-3-yl}propyl)-1,2,4-triazine-3,5(2H,4H)-dione). Procedure: 6-(2,4-dimethyl-1,3-thiazol-5-yl)-2-(3-{(1S,5R)-1-[4-(trifluoromethyl)phenyl]-3-azabicyclo[3.1.0]hex-3-yl}propyl)-1,2,4-triazine-3,5(2H,4H)-dione (E7, 44.3 mg, 0.090 mmol) was dissolved in DCM and treated with HCl 1.25 M in MeOH (2.2 eq) affording after trituration with Et2O 6-(2,4-dimethyl-1,3-thiazol-5-yl)-2-(3-{(1S,5R)-1-[4-(trifluoromethyl)phenyl]-3-azabicyclo[3.1.0]hex-3-yl}propyl)-1,2,4-triazine-3,5(2H,4H)-dione dihydrochloride salt (E8, 41.4 mg, 0.073 mmol).